From a dataset of the Open Reaction Database (ORD), a public repository of structured organic reaction records. describe an organic reaction: reactants, conditions, products, and yield The reactants are Cl.C(C)OC([C@H](CC1=CC=C(C=C1)OCCC1=CC=C(C=C1)N)OCC)=O (3-{4-[2-(4-Aminophenyl)ethoxy]phenyl}-(S)-2-ethoxypropanoic acid ethyl ester hydro chloride), ClC(=O)OC1=CC=CC=C1 (Phenyl chloroformat). Run in O1CCCC1 (tetrahydrofuran). Conditions: time 3 day. Yields the product C(C)OC([C@H](CC1=CC=C(C=C1)OCCC1=CC=C(C=C1)NC(=O)OC1=CC=CC=C1)OCC)=O ((S)-2-ethoxy-3-(4-{2-[4-(phenoxycarbonylamino)phenyl]ethoxy]phenyl)propanoic acid ethyl ester). The yield is 68.8%. RXN SMILES: Cl.[CH2:2]([O:4][C:5](=[O:27])[C@@H:6]([O:24][CH2:25][CH3:26])[CH2:7][C:8]1[CH:13]=[CH:12][C:11]([O:14][CH2:15][CH2:16][C:17]2[CH:22]=[CH:21][C:20]([NH2:23])=[CH:19][CH:18]=2)=[CH:10][CH:9]=1)[CH3:3].Cl[C:29]([O:31][C:32]1[CH:37]=[CH:36][CH:35]=[CH:34][CH:33]=1)=[O:30]>O1CCCC1>[CH2:2]([O:4][C:5](=[O:27])[C@@H:6]([O:24][CH2:25][CH3:26])[CH2:7][C:8]1[CH:13]=[CH:12][C:11]([O:14][CH2:15][CH2:16][C:17]2[CH:18]=[CH:19][C:20]([NH:23][C:29]([O:31][C:32]3[CH:37]=[CH:36][CH:35]=[CH:34][CH:33]=3)=[O:30])=[CH:21][CH:22]=2)=[CH:10][CH:9]=1)[CH3:3] |f:0.1|. Procedure: 3-{4-[2-(4-Aminophenyl)ethoxy]phenyl}-(S)-2-ethoxypropanoic acid ethyl ester hydro chloride (described in Example 41b) (0.55 g; 1.4 mmole) was dissolved in tetrahydrofuran (5 ml). Phenyl chloroformat (0.675 g; 3 mmole) was added slowly. The reaction mixture was stirred at room temperature and continuosly checked with HPLC and after 3 days was all the starting material consumed. Water was added, tetrahydrofuran evaporated and the residue extracted three times with ethyl acetate. The organic phase... The reactants are C1(=CC=CC=C1)O (phenol), [H-].[Na+] (NaH), FC1=CC=C(C=C1)C=1C(NNC1C1=NC(=NC=C1)S(=O)(=O)C)=O (4-(4-fluorophenyl)-5-(2-methanesulfonylpyrimidin-4-yl)-1,2-dihydro-pyrazol-3-one). Run in C1CCOC1 (THF), C1CCOC1 (THF), C(=O)(O)[O-].[Na+] (NaHCO3). Reaction conditions: time 1.5 hour. The product is FC1=CC=C(C=C1)C=1C(NNC1C1=NC(=NC=C1)OC1=CC=CC=C1)=O (4-(4-fluorophenyl)-5-[2-(phenoxy)pyrimidin-4-yl]-1,2dihydropyrazol-3-one). RXN SMILES: [C:1]1([OH:7])[CH:6]=[CH:5][CH:4]=[CH:3][CH:2]=1.[H-].[Na+].[F:10][C:11]1[CH:16]=[CH:15][C:14]([C:17]2[C:18](=[O:32])[NH:19][NH:20][C:21]=2[C:22]2[CH:27]=[CH:26][N:25]=[C:24](S(C)(=O)=O)[N:23]=2)=[CH:13][CH:12]=1>C1COCC1.C([O-])(O)=O.[Na+]>[F:10][C:11]1[CH:16]=[CH:15][C:14]([C:17]2[C:18](=[O:32])[NH:19][NH:20][C:21]=2[C:22]2[CH:27]=[CH:26][N:25]=[C:24]([O:7][C:1]3[CH:6]=[CH:5][CH:4]=[CH:3][CH:2]=3)[N:23]=2)=[CH:13][CH:12]=1 |f:1.2,5.6|. Procedure: To a solution of phenol (0.66 g, 7.08 mmol) in THF (5 mL) is added NaH (0.24 g, 5.91 mmol) followed by a solution of the crude 4-(4-fluorophenyl)-5-(2-methanesulfonylpyrimidin-4-yl)-1,2-dihydro-pyrazol-3-one, 5, prepared herein above (0.22 g, 0.67 mmol) in THF (2 mL). The reaction mixture is stirred for 1.5 hours at room temperature, diluted with aqueous NaHCO3 and extracted with twice with ethyl acetate. The organic layers are combined, dried over MgSO4, and concentrated in vacuo to afford the ... Starting materials: [Al+3], [H-], [H-], [H-], [H-], [Li+], CCOC(=O)C1Cc2ccccc2N1, [Na+], [Na+], C1CCOC1, O, O, O, O, O, O, O, O, O, O, O=S(=O)([O-])[O-]. Product: OCC1Cc2ccccc2N1. RXN SMILES: [Al+3:16].[H-:15].[H-:18].[H-:19].[H-:20].[Li+:17].[NH:1]1[CH:2]([C:10](=[O:11])[O:12][CH2:13][CH3:14])[CH2:3][c:4]2[cH:5][cH:6][cH:7][cH:8][c:9]21.[Na+:36].[Na+:37].[O:38]1[CH2:39][CH2:40][CH2:41][CH2:42]1.[OH2:21].[OH2:22].[OH2:23].[OH2:24].[OH2:25].[OH2:26].[OH2:27].[OH2:28].[OH2:29].[OH2:30].[S:31]([O-:32])([O-:33])(=[O:34])=[O:35]>>[NH:1]1[CH:2]([CH2:10][OH:11])[CH2:3][c:4]2[cH:5][cH:6][cH:7][cH:8][c:9]21. Starting materials: COC(=O)C1=C(N=C(S1)N1C=NC2=C1C=C(C(=C2)OC)OC)Br (4-bromo-2-(5,6-dimethoxy-benzoimidazol-1-yl)-thiazole-5-carboxylic acid methyl ester), ClC1(NC=CC=C1)B(O)O (2-chloropyridine-2-boronic acid). Product: ClC1=NC=CC(=C1)C=1N=C(SC1C(=O)O)N1C=NC2=C1C=C(C(=C2)OC)OC (4-(2-Chloro-pyridin-4-yl)-2-(5,6-dimethoxy-benzoimidazol-1-yl)-thiazole-5-carboxylic acid). Isolated yield 46.4%. Reaction SMILES: C[O:2][C:3]([C:5]1[S:9][C:8]([N:10]2[C:14]3[CH:15]=[C:16]([O:21][CH3:22])[C:17]([O:19][CH3:20])=[CH:18][C:13]=3[N:12]=[CH:11]2)=[N:7][C:6]=1Br)=[O:4].[Cl:24][C:25]1(B(O)O)[CH:30]=[CH:29][CH:28]=[CH:27][NH:26]1>>[Cl:24][C:25]1[CH:30]=[C:29]([C:6]2[N:7]=[C:8]([N:10]3[C:14]4[CH:15]=[C:16]([O:21][CH3:22])[C:17]([O:19][CH3:20])=[CH:18][C:13]=4[N:12]=[CH:11]3)[S:9][C:5]=2[C:3]([OH:2])=[O:4])[CH:28]=[CH:27][N:26]=1. Procedure: In a similar manner as described for Example 26, 4-bromo-2-(5,6-dimethoxy-benzoimidazol-1-yl)-thiazole-5-carboxylic acid methyl ester (120 mg, 0.3 mmol) and 2-chloropyridine-2-boronic acid (71 mg, 0.45 mmol) gave 4-(2-Chloro-pyridin-4-yl)-2-(5,6-dimethoxy-benzoimidazol-1-yl)-thiazole-5-carboxylic acid (58 mg, 46.4%) as a white solid. MS 417 m/z (M+1). Reactants: P(=O)([O-])([O-])[O-].[K+].[K+].[K+] (potassium phosphate), (Amphos)2PdCl2, FC1=C(C=CC(=C1)B1OC(C(O1)(C)C)(C)C)C=1SC2=NC(=CC=C2N1)C1(CC1)C1=CC=CC=C1 (2-(2-fluoro-4-(4,4,5,5-tetramethyl-1,3,2-dioxaborolan-2-yl)phenyl)-5-(1-phenylcyclopropyl)thiazolo[5,4-b]pyridine), FC(S(=O)(=O)OC1=C[C@H](N(C1)C(=O)OC(C)(C)C)C(=O)OC)(F)F ((S)-1-tert-butyl 2-methyl 4-(trifluoromethylsulfonyloxy)-1H-pyrrole-1,2(2H,5H)-dicarboxylate). Run in CN(C)C=O (DMF). Run at temperature 80 celsius, time 6 hour. Yields the product FC=1C=C(C=CC1C=1SC2=NC(=CC=C2N1)C1(CC1)C1=CC=CC=C1)C1=C[C@H](N(C1)C(=O)OC(C)(C)C)C(=O)OC ((2S)-1-tert-butyl 2-methyl 4-(3-fluoro-4-(5-(1-phenylcyclopropyl)thiazolo[5,4-b]pyridine-2-yl)phenyl)-2H-pyrrole-1,2(5H)-dicarboxylate). As a reaction SMILES: P([O-])([O-])([O-])=O.[K+].[K+].[K+].[F:9][C:10]1[CH:15]=[C:14](B2OC(C)(C)C(C)(C)O2)[CH:13]=[CH:12][C:11]=1[C:25]1[S:26][C:27]2[C:32]([N:33]=1)=[CH:31][CH:30]=[C:29]([C:34]1([C:37]3[CH:42]=[CH:41][CH:40]=[CH:39][CH:38]=3)[CH2:36][CH2:35]1)[N:28]=2.FC(F)(F)S(O[C:49]1[CH2:53][N:52]([C:54]([O:56][C:57]([CH3:60])([CH3:59])[CH3:58])=[O:55])[C@H:51]([C:61]([O:63][CH3:64])=[O:62])[CH:50]=1)(=O)=O>CN(C=O)C>[F:9][C:10]1[CH:15]=[C:14]([C:49]2[CH2:53][N:52]([C:54]([O:56][C:57]([CH3:60])([CH3:59])[CH3:58])=[O:55])[C@H:51]([C:61]([O:63][CH3:64])=[O:62])[CH:50]=2)[CH:13]=[CH:12][C:11]=1[C:25]1[S:26][C:27]2[C:32]([N:33]=1)=[CH:31][CH:30]=[C:29]([C:34]1([C:37]3[CH:42]=[CH:41][CH:40]=[CH:39][CH:38]=3)[CH2:35][CH2:36]1)[N:28]=2 |f:0.1.2.3|. Procedure details: A slurry of potassium phosphate (2.50 g, 11.8 mmol), (Amphos)2PdCl2 (0.125 g, 0.177 mmol), 2-(2-fluoro-4-(4,4,5,5-tetramethyl-1,3,2-dioxaborolan-2-yl)phenyl)-5-(1-phenylcyclopropyl)thiazolo[5,4-b]pyridine (2.78 g, 5.89 mmol) and (S)-1-tert-butyl 2-methyl 4-(trifluoromethylsulfonyloxy)-1H-pyrrole-1,2(2H,5H)-dicarboxylate (2.21 g, 5.89 mmol, synthesized according to literature reference: Bioorganic and Medicinal Chemistry Letters, 2007, 2715) in 15 mL DMF was flushed with argon, sealed, and heated... Starting materials: COC(=O)C1=C(NC(=C(C1C1=C(C=CC=C1)SCCCC(C)N1CCN(CC1)C1=C(C=CC=C1)OC)[N+](=O)[O-])C)N (2-amino-1,4-dihydro-4-(2-{4-[4-(2-methoxyphenyl)-1-piperazinyl]-pentylthio}phenyl)-6-methyl-5-nitro-3-pyridinecarboxylic acid methyl ester), ClC1=CC(=CC=C1)C(=O)OO (m-chloroperbenzoic acid). Yields the product COC(=O)C1=C(NC(=C(C1C1=C(C=CC=C1)S(=O)CCCC(C)N1CCN(CC1)C1=C(C=CC=C1)OC)[N+](=O)[O-])C)N (2-Amino-1,4-dihydro-4-(2-{4-[4-(2-methoxyphenyl)-1-piperazinyl]-pentylsulfinyl}phenyl)-6-methyl-5-nitro-3-pyridinecarboxylic acid methyl ester). As a reaction SMILES: [CH3:1][O:2][C:3]([C:5]1[CH:10]([C:11]2[CH:16]=[CH:15][CH:14]=[CH:13][C:12]=2[S:17][CH2:18][CH2:19][CH2:20][CH:21]([N:23]2[CH2:28][CH2:27][N:26]([C:29]3[CH:34]=[CH:33][CH:32]=[CH:31][C:30]=3[O:35][CH3:36])[CH2:25][CH2:24]2)[CH3:22])[C:9]([N+:37]([O-:39])=[O:38])=[C:8]([CH3:40])[NH:7][C:6]=1[NH2:41])=[O:4].ClC1C=CC=C(C(OO)=[O:50])C=1>>[CH3:1][O:2][C:3]([C:5]1[CH:10]([C:11]2[CH:16]=[CH:15][CH:14]=[CH:13][C:12]=2[S:17]([CH2:18][CH2:19][CH2:20][CH:21]([N:23]2[CH2:28][CH2:27][N:26]([C:29]3[CH:34]=[CH:33][CH:32]=[CH:31][C:30]=3[O:35][CH3:36])[CH2:25][CH2:24]2)[CH3:22])=[O:50])[C:9]([N+:37]([O-:39])=[O:38])=[C:8]([CH3:40])[NH:7][C:6]=1[NH2:41])=[O:4]. Procedure details: This compound was prepared from 2-amino-1,4-dihydro-4-(2-{4-[4-(2-methoxyphenyl)-1-piperazinyl]-pentylthio}phenyl)-6-methyl-5-nitro-3-pyridinecarboxylic acid methyl ester and m-chloroperbenzoic acid in the same manner as described for Example 2. 1H-NMR (CDCl3) ∂ 1.65(br s,4H); 2.02(m,2H); 2.42(s,3H); 2.49(m,2H); 2.71(s,4H); 2.98(m,2H); 3.12(s,4H); 3.61(s,3H); 3.86(s,3H); 5.76(s,1H); 6.68(s,2H); 6.84-7.01(m,4H); 7.27(m,4H); 7.81-7.86(m,1H). Mass spectrum: 598 (M+H). Reaction SMILES: [Cl:1][C:2]1[CH:3]=[C:4]2[C:9](=[C:10]([Cl:13])[C:11]=1F)[N:8]([CH:14]1[CH2:16][CH2:15]1)[CH:7]=[C:6]([C:17]([OH:19])=[O:18])[C:5]2=[O:20].[CH3:21][CH:22]1[CH2:27][NH:26][CH2:25][CH2:24][NH:23]1>>[Cl:1][C:2]1[CH:3]=[C:4]2[C:9](=[C:10]([Cl:13])[C:11]=1[N:26]1[CH2:25][CH2:24][NH:23][CH:22]([CH3:21])[CH2:27]1)[N:8]([CH:14]1[CH2:16][CH2:15]1)[CH:7]=[C:6]([C:17]([OH:19])=[O:18])[C:5]2=[O:20]. The reactants are ClC=1C=C2C(C(=CN(C2=C(C1F)Cl)C1CC1)C(=O)O)=O (6,8-dichloro-1-cyclopropyl-7-fluoro-1,4-dihydro-4-oxo-3-quinolinecarboxylic acid), CC1NCCNC1 (2-methyl-piperazine). The product is ClC=1C=C2C(C(=CN(C2=C(C1N1CC(NCC1)C)Cl)C1CC1)C(=O)O)=O (6,8-dichloro-1cyclopropyl-1,4-dihydro-7-(3-methyl-1-piperazinyl)-4-oxo-3-quinolinecarboxylic acid). Procedure details: The product from Example C is reacted with 2-methyl-piperazine analogously to Example B1 to give 6,8-dichloro-1cyclopropyl-1,4-dihydro-7-(3-methyl-1-piperazinyl)-4-oxo-3-quinolinecarboxylic acid of melting point 288°-291° C. (with decomposition). Starting materials: C(C)OC(C1=CC=C(C=C1)NC(C(C1CCCCC1)N1C(=NC2=C1C=C(C(=C2)F)F)C2=CC=C(C=C2)Cl)=O)=O (4-{2-[2-(4-chloro-phenyl)-5,6-difluoro-benzoimidazol-1-yl]-2-cyclohexyl-acetylamino}-benzoic acid ethyl ester), ClC1=CC=C(C=C1)C1=NC2=C(N1C(C(=O)O)C1CCCCC1)C=CC=C2 ([2-(4-chloro-phenyl)-benzoimidazol-1-yl]-cyclohexyl-acetic acid), COC(C1=CC(=C(C=C1)N)C(F)(F)F)=O (4-amino-3-trifluoromethyl-benzoic acid methyl ester). Product: COC(C1=CC(=C(C=C1)NC(C(C1CCCCC1)N1C(=NC2=C1C=CC=C2)C2=CC=C(C=C2)Cl)=O)C(F)(F)F)=O (4-{2-[2-(4-Chloro-phenyl)-benzoimidazol-1-yl]-2-cyclohexyl-acetylamino}-3-trifluoromethyl-benzoic acid methyl ester), product. Yield: 57.0%. RXN SMILES: C(OC(=O)C1C=CC(N[C:12](=[O:38])[CH:13]([N:20]2[C:24]3[CH:25]=[C:26](F)[C:27](F)=[CH:28][C:23]=3[N:22]=[C:21]2[C:31]2[CH:36]=[CH:35][C:34]([Cl:37])=[CH:33][CH:32]=2)[CH:14]2[CH2:19][CH2:18][CH2:17][CH2:16][CH2:15]2)=CC=1)C.ClC1C=CC(C2N(C(C3CCCCC3)C(O)=O)C3C=CC=CC=3N=2)=CC=1.[CH3:66][O:67][C:68](=[O:80])[C:69]1[CH:74]=[CH:73][C:72]([NH2:75])=[C:71]([C:76]([F:79])([F:78])[F:77])[CH:70]=1>>[CH3:66][O:67][C:68](=[O:80])[C:69]1[CH:74]=[CH:73][C:72]([NH:75][C:12](=[O:38])[CH:13]([N:20]2[C:24]3[CH:25]=[CH:26][CH:27]=[CH:28][C:23]=3[N:22]=[C:21]2[C:31]2[CH:36]=[CH:35][C:34]([Cl:37])=[CH:33][CH:32]=2)[CH:14]2[CH2:19][CH2:18][CH2:17][CH2:16][CH2:15]2)=[C:71]([C:76]([F:78])([F:77])[F:79])[CH:70]=1. Procedure details: The title compound was prepared in analogy to example 22, intermediate d), from [2-(4-chloro-phenyl)-benzoimidazol-1-yl]-cyclohexyl-acetic acid (Ex. 39/40, int. b) and 4-amino-3-trifluoromethyl-benzoic acid methyl ester to give the product as a light yellow solid (57%).